Task: describe an organic reaction: reactants, conditions, products, and yield. Dataset: the Open Reaction Database (ORD), a public repository of structured organic reaction records The reactants are C(=O)(N1C=NC=C1)N1C=NC=C1 (carbonyldiimidazole), magnesium salt, [O-]CC.[Mg+2].[O-]CC (magnesium ethoxide), C(CC(=O)[O-])(=O)OC (monomethyl malonate), O1C(=CC=C1)C(=O)O (2-furancarboxylic acid). Run in CO (methanol), O1CCCC1 (tetrahydrofuran). Reaction conditions: time 4 hour. Product: O1C(=CC=C1)C(=O)CC(=O)OC (methyl 2-furancarbonylacetate). The yield is 69.6%. RXN SMILES: [C:1]([O:7][CH3:8])(=[O:6])[CH2:2][C:3]([O-:5])=O.[O-]CC.[Mg+2].[O-]CC.[O:16]1[CH:20]=[CH:19][CH:18]=[C:17]1C(O)=O.C(N1C=CN=C1)(N1C=CN=C1)=O>CO.O1CCCC1>[O:16]1[CH:20]=[CH:19][CH:18]=[C:17]1[C:3]([CH2:2][C:1]([O:7][CH3:8])=[O:6])=[O:5] |f:1.2.3|. Reported procedure: In 100 mL of methanol, was dissolved 5.90 g (50.0 mmol) of monomethyl malonate, and the resulting solution was mixed with 2.86 g (25 mmol) of magnesium ethoxide followed by stirring at room temperature for 4 hours. The reaction solution was concentrated and the residue was dried under reduced pressure. In 100 mL of tetrahydrofuran, was dissolved 2.80 g (25 mmol) of 2-furancarboxylic acid and the resulting solution was mixed with 4.45 g (27.4 mmol) of carbonyldiimidazole, followed by stirring for... Reactants: ice, C(=O)NC(CCC1=CC=CC=C1)(C)C (N-Formyl-3-phenyl-1, 1-dimethylpropanamine), [Cl-].[Al+3].[Cl-].[Cl-] (aluminum chloride), C(C)(=O)Br (Acetyl bromide). The solvent is ClCCCl (1,2-dichloroethane). Yields the product C(=O)NC(CCC1=CC=C(C=C1)C(C)=O)(C)C (N-Formyl-3-(4-acetylphenyl)-1,1-dimethylpropanamine). RXN SMILES: [CH:1]([NH:3][C:4]([CH3:14])([CH3:13])[CH2:5][CH2:6][C:7]1[CH:12]=[CH:11][CH:10]=[CH:9][CH:8]=1)=[O:2].[C:15](Br)(=[O:17])[CH3:16].[Cl-].[Al+3].[Cl-].[Cl-]>ClCCCl>[CH:1]([NH:3][C:4]([CH3:14])([CH3:13])[CH2:5][CH2:6][C:7]1[CH:12]=[CH:11][C:10]([C:15](=[O:17])[CH3:16])=[CH:9][CH:8]=1)=[O:2] |f:2.3.4.5|. Procedure details: N-Formyl-3-phenyl-1, 1-dimethylpropanamine (115 g) was dissolved in 1,2-dichloroethane (850 ml) at 0° C. Acetyl bromide (116 ml) was added followed by the portionwise addition of aluminum chloride (263 g) over 0.5 h. At the end of addition the mixture was allowed to warm to room temperature and then refluxed for 1h. The hot solution was poured onto crushed ice (3 Kg) and the mixture extracted with chloroform. The chloroform extracts were washed with water, sodium bicarbonate and dried (MgSO4). E... The reactants are C1CCC2=CC(=CC=C12)C=CC(C)=O (1-(5-indanyl)but-1-en-3-one), [OH-].[Na+] (sodium hydroxide), C(CC(=O)OCC)(=O)OCC (Diethyl malonate), [Na] (sodium). Solvent: C(C)O (ethanol), O (water), C(C)O (ethanol). Product: OC1=CC(CC(C1)C=1C=C2CCCC2=CC1)=O (3-hydroxy-5-(5-indanyl)cyclohex-2-en-1-one). As a reaction SMILES: C(OCC)(=O)[CH2:2][C:3](OCC)=[O:4].[Na].[CH2:13]1[C:21]2[C:16](=[CH:17][C:18]([CH:22]=[CH:23][C:24](=[O:26])[CH3:25])=[CH:19][CH:20]=2)[CH2:15][CH2:14]1.[OH-].[Na+]>C(O)C.O>[OH:26][C:24]1[CH2:23][CH:22]([C:18]2[CH:17]=[C:16]3[C:21](=[CH:20][CH:19]=2)[CH2:13][CH2:14][CH2:15]3)[CH2:2][C:3](=[O:4])[CH:25]=1 |f:3.4,^1:11|. Reported procedure: Diethyl malonate (17.5 g; 110 mmole) was added to a solution of sodium metal (1.91 g; 83 mmole) in anhydrous absolute ethanol (50 ml) and the mixture was heated to reflux temperature. A mixture of 1-(5-indanyl)but-1-en-3-one (19.25 g; 103 mmole) in anhydrous absolute ethanol (50 ml) was added over a period of two minutes and the mixture was heated under reflux for a period of 2 hours. An aqueous solution of sodium hydroxide (30% solution, 50 ml) was added and the mixture was heated under reflux ...